This data is from the Open Reaction Database (ORD), a public repository of structured organic reaction records. The task is: describe an organic reaction: reactants, conditions, products, and yield Starting materials: FC1=CC=C(C=C1)C1=C2C(CC(OC2=CC(=C1C(C1=CC=C(C=C1)OC(F)(F)F)O)C(C)C)(C)C)=O (rac-5-(4-Fluorophenyl)-6-{hydroxy[4-(trifluoromethoxy)phenyl]methyl}-7-isopropyl-2,2-dimethyl-2,3-dihydro-4H-chromen-4-one), N[C@H]1[C@H](CC2=CC=CC=C12)O ((1R,2S)-1-aminoindan-2-ol), CO (Methanol). Solvent: O1CCCC1 (tetrahydrofuran), O1CCCC1 (tetrahydrofuran). Run at temperature 0 celsius, time 8 hour. The product is FC1=CC=C(C=C1)C1=C2[C@H](CC(OC2=CC(=C1[C@@H](C1=CC=C(C=C1)OC(F)(F)F)O)C(C)C)(C)C)O ((4S)-5-(4-fluorophenyl)-6-{(R)-hydroxy[4-(trifluoromethoxy)phenyl]methyl}-7-isopropyl-2,2-di-methylchroman-4-ol). As a reaction SMILES: N[C@@H]1C2C(=CC=CC=2)C[C@@H]1O.[F:12][C:13]1[CH:18]=[CH:17][C:16]([C:19]2[C:28]([CH:29]([OH:41])[C:30]3[CH:35]=[CH:34][C:33]([O:36][C:37]([F:40])([F:39])[F:38])=[CH:32][CH:31]=3)=[C:27]([CH:42]([CH3:44])[CH3:43])[CH:26]=[C:25]3[C:20]=2[C:21](=[O:47])[CH2:22][C:23]([CH3:46])([CH3:45])[O:24]3)=[CH:15][CH:14]=1.CO>O1CCCC1>[F:12][C:13]1[CH:18]=[CH:17][C:16]([C:19]2[C:28]([C@H:29]([OH:41])[C:30]3[CH:31]=[CH:32][C:33]([O:36][C:37]([F:39])([F:40])[F:38])=[CH:34][CH:35]=3)=[C:27]([CH:42]([CH3:43])[CH3:44])[CH:26]=[C:25]3[C:20]=2[C@@H:21]([OH:47])[CH2:22][C:23]([CH3:45])([CH3:46])[O:24]3)=[CH:15][CH:14]=1. Reported procedure: 140 μl (800 μmol) of borane/N,N-diethylaniline complex are added slowly to a solution of 4.45 mg (30 μmol) of (1R,2S)-1-aminoindan-2-ol in 5 ml of tetrahydrofuran. The mixture is then cooled to 0° C., and a solution of 100 mg (200 μmol) of rac-5-(4-fluorophenyl)-6-{hydroxy[4-(trifluoromethoxy)phenyl]methyl}-7-isopropyl-2,2-dimethyl-2,3-dihydro-4H-chromen-4-one (Example 24A) in 5 ml of tetrahydrofuran is then slowly added dropwise. The mixture is allowed to thaw slowly and stirred at room tempera... Reactants: CC1=C(C=CC(=C1)C1=CC=CN2C1=NS(CC2)(=O)=O)C2=CC=CC=C2 (9-(2-methylbiphenyl-4-yl)-3,4-dihydropyrido[2,1-c][1,2,4]thiadiazine 2,2-dioxide). Reagents/catalysts: [Pt](=O)=O (Platinum(IV) oxide). The solvent is C1CCOC1 (THF), CO (MeOH). Conditions: time 12 hour. The product is CC1=C(C=CC(=C1)C1CCCN2C1=NS(CC2)(=O)=O)C2=CC=CC=C2 (9-(2-methylbiphenyl-4-yl)-3,4,6,7,8,9-hexahydropyrido[2,1-c][1,2,4]thiadiazine 2,2-dioxide). Yield: 74.6%. Reaction SMILES: [CH3:1][C:2]1[CH:7]=[C:6]([C:8]2[C:13]3=[N:14][S:15](=[O:19])(=[O:18])[CH2:16][CH2:17][N:12]3[CH:11]=[CH:10][CH:9]=2)[CH:5]=[CH:4][C:3]=1[C:20]1[CH:25]=[CH:24][CH:23]=[CH:22][CH:21]=1>C1COCC1.CO.[Pt](=O)=O>[CH3:1][C:2]1[CH:7]=[C:6]([CH:8]2[C:13]3=[N:14][S:15](=[O:18])(=[O:19])[CH2:16][CH2:17][N:12]3[CH2:11][CH2:10][CH2:9]2)[CH:5]=[CH:4][C:3]=1[C:20]1[CH:25]=[CH:24][CH:23]=[CH:22][CH:21]=1. Procedure: Platinum(IV) oxide (60 mg) was added to a solution of 9-(2-methylbiphenyl-4-yl)-3,4-dihydropyrido[2,1-c][1,2,4]thiadiazine 2,2-dioxide (265 mg) in THF (dry) (75 mL), MeOH (75 mL) and the mixture was stirred at room temperature under hydrogen for 12 hr. Activated carbon was added and the insoluble solid was removed by filtration through NH-silica gel/Celite pad (eluted with EtOAc). The filtrate was concentrated and the residue was crystallized from MeCN-THF/IPE to give the title compound (200 mg)... Starting materials: C[C@@]1(NC(NC1=O)=O)CS(=O)(=O)Cl ([(4S)-4-methyl-2,5-dioxoimidazolidin-4-yl]methanesulphonyl chloride), Cl.FC(COC1=CC=C(OC2CCNCC2)C=C1)(C(F)(F)F)F (4-{4-(2,2,3,3,3-pentafluoropropoxy)phenoxy]-piperidine hydrochloride). The solvent is ClCCl (dichloromethane), C(C)N(CC)CC (triethylamine). Conditions: time 16 hour. Product: C[C@]1(C(NC(N1)=O)=O)CS(=O)(=O)N1CCC(CC1)OC1=CC=C(C=C1)OCC(C(F)(F)F)(F)F ((5S)-5-methyl-5-[({4-[4-(2,2,3,3,3-pentafluoropropoxy)phenoxy]-piperidin-1-yl}sulphonyl)methyl]imidazolidine-2,4-dione). Yield: 17.8%. As a reaction SMILES: [CH3:1][C@@:2]1([CH2:9][S:10](Cl)(=[O:12])=[O:11])[C:6](=[O:7])[NH:5][C:4](=[O:8])[NH:3]1.Cl.[F:15][C:16]([F:36])([C:32]([F:35])([F:34])[F:33])[CH2:17][O:18][C:19]1[CH:31]=[CH:30][C:22]([O:23][CH:24]2[CH2:29][CH2:28][NH:27][CH2:26][CH2:25]2)=[CH:21][CH:20]=1>ClCCl.C(N(CC)CC)C>[CH3:1][C@:2]1([CH2:9][S:10]([N:27]2[CH2:28][CH2:29][CH:24]([O:23][C:22]3[CH:21]=[CH:20][C:19]([O:18][CH2:17][C:16]([F:15])([F:36])[C:32]([F:34])([F:35])[F:33])=[CH:31][CH:30]=3)[CH2:25][CH2:26]2)(=[O:12])=[O:11])[NH:3][C:4](=[O:8])[NH:5][C:6]1=[O:7] |f:1.2|. Procedure: [(4S)-4-methyl-2,5-dioxoimidazolidin-4-yl]methanesulphonyl chloride (0.188 g) was added to a solution of 4-{4-(2,2,3,3,3-pentafluoropropoxy)phenoxy]-piperidine hydrochloride (0.30 g) in dichloromethane (10 ml) and triethylamine (0.70 ml) at ambient temperature. Stirred for 16 hours and evaporated to dryness. The residue was purified by prep HPLC (using λ230 nm as the detecting wavelength) eluting with 0-95% acetonitrile, H2O, +0.2% trifluoroacetic acid. Yielded a solid product, which was dried u... The reactants are C(C1=CC=CC=C1)OC(=O)N[C@H](C(=O)OC)CC ((S)-methyl 2-(((benzyloxy)carbonyl)amino)butanoate). Isolated yield 67.0%. Solvent: C1(=CC=CC=C1)C (toluene). RXN SMILES: [CH2:1]([O:8][C:9]([NH:11][C@@H:12]([CH2:17][CH3:18])[C:13](OC)=[O:14])=[O:10])[C:2]1[CH:7]=[CH:6][CH:5]=[CH:4][CH:3]=1>C1(C)C=CC=CC=1>[CH2:1]([O:8][C:9](=[O:10])[NH:11][C@@H:12]([CH2:17][CH3:18])[CH:13]=[O:14])[C:2]1[CH:7]=[CH:6][CH:5]=[CH:4][CH:3]=1. Reaction conditions: temperature -78 celsius, time 1 hour. The product is C(C1=CC=CC=C1)OC(N[C@H](C=O)CC)=O ((S)-Benzyl(1-oxobutan-2-yl)carbamate). Procedure: To a solution of (S)-methyl 2-(((benzyloxy)carbonyl)amino)butanoate (2.0 g, 7.96 mmol) in toluene (50 mL) was added dropwise at −78° C. under argon DIBAL-H (1M in toluene) (15.9 mL, 15.9 mmol) over a period of 20 minutes and the reaction mixture was stirred at −78° C. for 1 hour. The reaction mixture was quenched at −78° C. with aqueous 1.5 M potassium sodium tartrate solution (20 mL), and was allowed to warm to room temperature. The reaction mixture was extracted with a solution of EtOAc and br...